This data is from the Open Reaction Database (ORD), a public repository of structured organic reaction records. The task is: describe an organic reaction: reactants, conditions, products, and yield The reactants are C(C)OC(CN1C2=NC(=NC(=C2N=C1)I)N)=O ((2-amino-6-iodopurine-9-yl)-acetic acid ethyl ester), ClC(Cl)(OC(OC(Cl)(Cl)Cl)=O)Cl (triphosgene), Cl (HCl), [Cl-].[Na+] (sodium chloride), S(=S)(=O)([O-])[O-].[Na+].[Na+] (sodium thiosulfate), C(C1=CC=CC=C1)(C1=CC=CC=C1)O (benzhydrol), C(C)(C)N(C(C)C)CC (N,N-diisopropylethylamine). The solvent is C1CCOC1 (THF). Conditions: time 5 minute. Product: C(C)OC(CN1C2=NC(=NC(=C2N=C1N)I)C(=O)OC(C1=CC=CC=C1)C1=CC=CC=C1)=O ([2-(Benzhydryloxycarbonyl)-amino-6-iodopurine-9-yl]-acetic acid ethyl ester). The yield is 68.0%. RXN SMILES: [CH2:1]([O:3][C:4](=[O:17])[CH2:5][N:6]1[CH:14]=[N:13][C:12]2[C:7]1=[N:8][C:9](N)=[N:10][C:11]=2[I:15])[CH3:2].ClC(Cl)(O[C:22](=[O:28])OC(Cl)(Cl)Cl)Cl.C([N:33](CC)C(C)C)(C)C.[CH:39]([OH:52])([C:46]1[CH:51]=[CH:50][CH:49]=[CH:48][CH:47]=1)[C:40]1[CH:45]=[CH:44][CH:43]=[CH:42][CH:41]=1.Cl.[Cl-].[Na+].S([O-])([O-])(=O)=S.[Na+].[Na+]>C1COCC1>[CH2:1]([O:3][C:4](=[O:17])[CH2:5][N:6]1[C:14]([NH2:33])=[N:13][C:12]2[C:7]1=[N:8][C:9]([C:22]([O:52][CH:39]([C:46]1[CH:47]=[CH:48][CH:49]=[CH:50][CH:51]=1)[C:40]1[CH:45]=[CH:44][CH:43]=[CH:42][CH:41]=1)=[O:28])=[N:10][C:11]=2[I:15])[CH3:2] |f:5.6,7.8.9|. Procedure details: To a solution of (2-amino-6-iodopurine-9-yl)-acetic acid ethyl ester (13.9 g, 40 mmol) in THF (280 mL) was added triphosgene (5.34 g, 18 mmol) at 0° C. After stirring for additional 5 min, N,N-diisopropylethylamine (24.4 mL) was slowly added and the reaction mixture was stirred for 30 min at 0° C. Then benzhydrol was added and the resulting reaction mixture was allowed to warm to room temperature and stirred for additional 13 h. The reaction mixture was neutralized by addition of 1N HCl solution... Starting materials: CCN=C=NCCCN(C)C, CC(C)N1CCN(c2ccc(N)cc2)CC1, CCOC(=O)c1nnc(Nc2ccccc2F)o1, [Na+], CN(C)C=O, [OH-], O, On1nnc2ccccc21. The product is CC(C)N1CCN(c2ccc(NC(=O)c3nnc(Nc4ccccc4F)o3)cc2)CC1. RXN SMILES: [CH3:47][CH2:48][N:49]=[C:50]=[N:51][CH2:52][CH2:53][CH2:54][N:55]([CH3:56])[CH3:57].[CH:21]([CH3:22])([CH3:23])[N:24]1[CH2:25][CH2:26][N:27]([c:30]2[cH:31][cH:32][c:33]([NH2:36])[cH:34][cH:35]2)[CH2:28][CH2:29]1.[F:1][c:2]1[c:3]([NH:8][c:9]2[n:10][n:11][c:12]([C:14]([O:16][CH2:15][CH3:17])=[O:18])[o:13]2)[cH:4][cH:5][cH:6][cH:7]1.[Na+:20].[O:59]=[CH:60][N:61]([CH3:62])[CH3:63].[OH-:19].[OH2:58].[OH:37][n:38]1[c:39]2[c:40]([cH:41][cH:42][cH:43][cH:44]2)[n:45][n:46]1>>[F:1][c:2]1[c:3]([NH:8][c:9]2[n:10][n:11][c:12]([C:14](=[O:16])[NH:36][c:33]3[cH:32][cH:31][c:30]([N:27]4[CH2:26][CH2:25][N:24]([CH:21]([CH3:22])[CH3:23])[CH2:29][CH2:28]4)[cH:35][cH:34]3)[o:13]2)[cH:4][cH:5][cH:6][cH:7]1.